This data is from the Open Reaction Database (ORD), a public repository of structured organic reaction records. The task is: describe an organic reaction: reactants, conditions, products, and yield The reactants are C1CCOC1, CN(C)CC(=O)c1c[nH]c2nccc(Oc3ccc([N+](=O)[O-])cc3F)c12, CO, CCOC(C)=O, [Cl-], [NH4+]. The product is CN(C)CC(=O)c1c[nH]c2nccc(Oc3ccc(N)cc3F)c12. As a reaction SMILES: [CH2:27]1[O:28][CH2:29][CH2:30][CH2:31]1.[CH3:1][N:2]([CH2:3][C:4](=[O:5])[c:6]1[cH:7][nH:8][c:9]2[n:10][cH:11][cH:12][c:13]([O:15][c:16]3[c:17]([F:25])[cH:18][c:19]([N+:22]([O-:23])=[O:24])[cH:20][cH:21]3)[c:14]12)[CH3:26].[CH3:32][OH:33].[CH3:36][CH2:37][O:38][C:39]([CH3:40])=[O:41].[Cl-:34].[NH4+:35]>>[CH3:1][N:2]([CH2:3][C:4](=[O:5])[c:6]1[cH:7][nH:8][c:9]2[n:10][cH:11][cH:12][c:13]([O:15][c:16]3[c:17]([F:25])[cH:18][c:19]([NH2:22])[cH:20][cH:21]3)[c:14]12)[CH3:26]. Reactants: CCCOCCN(C=1C(=CC=CC1CC)CC)C(=O)CCl (Pretilachlor), CC(C)N(C=1C=CC=CC1)C(=O)CCl (Propachlor), CCC=1C=CC=C(C1N(COCC)C(=O)CCl)C (acetochlor), CC1=CC=CC(=C1N(CCOC)C(=O)CCl)C (Dimethachlor), CCC=1C=CC=C(C1N(COC)C(=O)CCl)CC (Alachlor). Product: CCC1=CC=CC(=C1N(C(C)COC)C(=O)CCl)C (Metolachlor). As a reaction SMILES: CC[CH2:3][O:4][CH2:5][CH2:6][N:7]([C:18]([CH2:20][Cl:21])=[O:19])[C:8]1[C:9]([CH2:16][CH3:17])=[CH:10][CH:11]=[CH:12][C:13]=1[CH2:14]C.[CH3:22]C1C(N(C(CCl)=O)CCOC)=C(C)C=CC=1.CCC1C=CC=C(CC)C=1N(C(CCl)=O)COC.CC(N(C(CCl)=O)C1C=CC=CC=1)C.CCC1C=CC=C(C)C=1N(C(CCl)=O)COCC>>[CH3:17][CH2:16][C:9]1[C:8]([N:7]([C:18]([CH2:20][Cl:21])=[O:19])[CH:6]([CH2:5][O:4][CH3:3])[CH3:22])=[C:13]([CH3:14])[CH:12]=[CH:11][CH:10]=1. Reported procedure: Pretilachlor, Dimethachlor, Alachlor, Propachlor, Trimexachlor, acetochlor.